From a dataset of the Open Reaction Database (ORD), a public repository of structured organic reaction records. describe an organic reaction: reactants, conditions, products, and yield The reactants are C(=O)(OC(C)(C)C)N1[C@H](CC1)COC=1C=NC(=C(C1)Br)Cl (3-(1-BOC-2-(R)-azetidinylmethoxy)-5-bromo-6-chloropyridine), C([O-])([O-])=O.[Na+].[Na+] (sodium carbonate), C1(=CC=CC=C1)B(O)O (phenylboronic acid). The reagents and catalysts are C=1C=CC(=CC1)[P](C=2C=CC=CC2)(C=3C=CC=CC3)[Pd]([P](C=4C=CC=CC4)(C=5C=CC=CC5)C=6C=CC=CC6)([P](C=7C=CC=CC7)(C=8C=CC=CC8)C=9C=CC=CC9)[P](C=1C=CC=CC1)(C=1C=CC=CC1)C=1C=CC=CC1 (tetrakis(triphenylphosphine)palladium(0)). The solvent is C1(=CC=CC=C1)C (toluene). Run at temperature 90 celsius. The product is C(=O)(OC(C)(C)C)N1[C@H](CC1)COC=1C=NC(=C(C1)C1=CC=CC=C1)Cl (3-(1-BOC-2-(R)-azetidinylmethoxy)-6-chloro-5-phenylpyridine). The yield is 78.5%. As a reaction SMILES: [C:1]([N:8]1[CH2:11][CH2:10][C@@H:9]1[CH2:12][O:13][C:14]1[CH:15]=[N:16][C:17]([Cl:21])=[C:18](Br)[CH:19]=1)([O:3][C:4]([CH3:7])([CH3:6])[CH3:5])=[O:2].C(=O)([O-])[O-].[Na+].[Na+].[C:28]1(B(O)O)[CH:33]=[CH:32][CH:31]=[CH:30][CH:29]=1>C1(C)C=CC=CC=1.C1C=CC([P]([Pd]([P](C2C=CC=CC=2)(C2C=CC=CC=2)C2C=CC=CC=2)([P](C2C=CC=CC=2)(C2C=CC=CC=2)C2C=CC=CC=2)[P](C2C=CC=CC=2)(C2C=CC=CC=2)C2C=CC=CC=2)(C2C=CC=CC=2)C2C=CC=CC=2)=CC=1>[C:1]([N:8]1[CH2:11][CH2:10][C@@H:9]1[CH2:12][O:13][C:14]1[CH:15]=[N:16][C:17]([Cl:21])=[C:18]([C:28]2[CH:33]=[CH:32][CH:31]=[CH:30][CH:29]=2)[CH:19]=1)([O:3][C:4]([CH3:7])([CH3:6])[CH3:5])=[O:2] |f:1.2.3,^1:47,49,68,87|. Procedure details: To a mixture of 3-(1-BOC-2-(R)-azetidinylmethoxy)-5-bromo-6-chloropyridine (0.25 g, 0.68 mmol), tetrakis(triphenylphosphine)palladium(0) (25 mg, 1%), aqueous sodium carbonate (2.0 M, 1 mL) in toluene (10 mL), was added phenylboronic acid (0.108 g, 0.89 mmol). The reaction mixture was stirred and heated at 90° C. for 16 h. Solvent was evaporated. The residue was chromatographed (silica gel; hexane/EtOAC, 10:1 to 2:1) to afford an oil (0.20 g, 78%): 1H NMR (CDCl3, 300 MHz) δ 1.40 (s, 4H), 1.58 (s,... Reactants: C(C1=CC=CC=C1)OC(=O)N[C@@H](C(C(O)=O)CC1=CC=CC=C1)C(=O)N[C@H](C)C(=O)O (N-benzyloxycarbonyl-β-benzyl-L-aspartyl-D-alanine), Cl.COC[C@@H](C1=CC=CC=C1)N ((R)-α-methoxymethylbenzylamine hydrochloride). Yields the product COC[C@@H](C1=CC=CC=C1)NC([C@H](NC([C@@H](N)CC(O)=O)=O)C)=O (α-L-aspartyl-D-alanine-(R)-α-methoxymethylbenzylamide). Yield: 57.3%. As a reaction SMILES: C(OC([NH:11][C@H:12]([C:24]([NH:26][C@@H:27]([C:29](O)=[O:30])[CH3:28])=[O:25])[CH:13](CC1C=CC=CC=1)[C:14](=[O:16])[OH:15])=O)C1C=CC=CC=1.Cl.[CH3:33][O:34][CH2:35][C@H:36]([NH2:43])[C:37]1[CH:42]=[CH:41][CH:40]=[CH:39][CH:38]=1>>[CH3:33][O:34][CH2:35][C@H:36]([NH:43][C:29](=[O:30])[C@@H:27]([CH3:28])[NH:26][C:24](=[O:25])[C@H:12]([CH2:13][C:14](=[O:15])[OH:16])[NH2:11])[C:37]1[CH:42]=[CH:41][CH:40]=[CH:39][CH:38]=1 |f:1.2|. Procedure: The same process as in Example 15 was repeated, except that N-benzyloxycarbonyl-β-benzyl-L-aspartyl-D-alanine was used in place of N-benzyloxycarbonyl-β-benzyl-L-aspartyl-D-valine and that (R)-α-methoxymethylbenzylamine hydrochloride was used in place of (R)-α-ethoxymethyl benzylamine hydrochloride, and α-L-aspartyl-D-alanine-(R)-α-methoxymethylbenzylamide was obtained as a solid product. The total yield was 57.3%. Starting materials: O=C1N(C2=CC=CC=C2C12COC=1C2=CC2=C(OCO2)C1)CC1=CC=C(C(=O)OC)C=C1 (methyl 4-[(2′-oxospiro[furo[2,3-f][1,3]benzodioxole-7,3′-indol]-1′(2′H)-yl)methyl]benzoate), O=C1N(C2=CC=CC=C2C12COC=1C2=CC2=C(OCO2)C1)CC1=C(C(=O)OC)C=CC=C1 (methyl 2-[(2′-oxospiro[furo[2,3-f][1,3]benzodioxole-7,3′-indol]-1′(2′H)-yl)methyl]benzoate). Product: O=C1N(C2=CC=CC=C2C12COC=1C2=CC2=C(OCO2)C1)CC1=CC=C(C(=O)O)C=C1 (4-[(2′-oxospiro[furo[2,3-f][1,3]benzodioxole-7,3′-indol]-1′(2′H)-yl)methyl]benzoic acid). As a reaction SMILES: [O:1]=[C:2]1[C:10]2([C:14]3=[CH:15][C:16]4[O:20][CH2:19][O:18][C:17]=4[CH:21]=[C:13]3[O:12][CH2:11]2)[C:9]2[C:4](=[CH:5][CH:6]=[CH:7][CH:8]=2)[N:3]1[CH2:22][C:23]1[CH:32]=[CH:31][C:26]([C:27]([O:29]C)=[O:28])=[CH:25][CH:24]=1.O=C1C2(C3=CC4OCOC=4C=C3OC2)C2C(=CC=CC=2)N1CC1C=CC=CC=1C(OC)=O>>[O:1]=[C:2]1[C:10]2([C:14]3=[CH:15][C:16]4[O:20][CH2:19][O:18][C:17]=4[CH:21]=[C:13]3[O:12][CH2:11]2)[C:9]2[C:4](=[CH:5][CH:6]=[CH:7][CH:8]=2)[N:3]1[CH2:22][C:23]1[CH:24]=[CH:25][C:26]([C:27]([OH:29])=[O:28])=[CH:31][CH:32]=1. Reported procedure: Following the procedure described in EXAMPLE 6, and making non-critical variations using methyl 4-[(2′-oxospiro[furo[2,3-f][1,3]benzodioxole-7,3′-indol]-1′(2′H)-yl)methyl]benzoate to replace methyl 2-[(2′-oxospiro[furo[2,3-f][1,3]benzodioxole-7,3′-indol]-1′(2′H)-yl)methyl]benzoate, the title compound was obtained (100%): 1H NMR (300 MHz, CDCl3) δ 12.96 (s, 1H), 7.90 (d, 2H), 7.43 (d, 2H), 7.22 (t, 1H), 7.17 (d, 1H), 7.00 (t, 1H), 6.94 (d, 1H), 6.68 (s, 1H), 6.21 (s, 1H), 5.90 (s, 2H), 4.98 (s, 2... Conditions: time 5 minute. Procedure: Under an atmosphere of nitrogen a mixture of 0.0865 g (0.55 mmol) 3-piperidin-1-yl-propionic acid and 0.117 ml (0.68 mmol) N,N-diisopropylethylamine in DMF (5 ml) is treated at RT and over a period of 5 min with a solution of 0.163 g (0.56 mmol) O-(1,2-dihydro-2-oxo-1-pyridyl)-N,N,N′,N′-tetramethyluronium-tetrafluroborate (TPTU, Fluka, Buchs, Switzerland) in 2 ml DMF. After stirring for 5 min the resulting solution is added slowly (1.5. h) at RT to 0.172 g (0.5 mmol) [6-(4-aminomethyl-phenyl)-7H... Product: C1(=CC=CC=C1)[C@@H](C)NC=1C2=C(N=CN1)NC(=C2)C2=CC=C(CNC(CCN1CCCCC1)=O)C=C2 (N-{4-[4-((R)-1-Phenyl-ethylamino)-7H-pyrrolo[2-3-d]pyrimidin-6-yl]-benzyl}-3-piperidin-1-yl-propionamide). Reaction SMILES: [N:1]1([CH2:7][CH2:8][C:9]([OH:11])=O)[CH2:6][CH2:5][CH2:4][CH2:3][CH2:2]1.C(N(CC)C(C)C)(C)C.F[B-](F)(F)F.O=C1C=CC=CN1OC(N(C)C)=[N+](C)C.[NH2:41][CH2:42][C:43]1[CH:48]=[CH:47][C:46]([C:49]2[NH:66][C:52]3[N:53]=[CH:54][N:55]=[C:56]([NH:57][C@@H:58]([C:60]4[CH:65]=[CH:64][CH:63]=[CH:62][CH:61]=4)[CH3:59])[C:51]=3[CH:50]=2)=[CH:45][CH:44]=1>CN(C=O)C>[C:60]1([C@H:58]([NH:57][C:56]2[C:51]3[CH:50]=[C:49]([C:46]4[CH:45]=[CH:44][C:43]([CH2:42][NH:41][C:9](=[O:11])[CH2:8][CH2:7][N:1]5[CH2:2][CH2:3][CH2:4][CH2:5][CH2:6]5)=[CH:48][CH:47]=4)[NH:66][C:52]=3[N:53]=[CH:54][N:55]=2)[CH3:59])[CH:61]=[CH:62][CH:63]=[CH:64][CH:65]=1 |f:2.3|. The solvent is CN(C)C=O (DMF), CN(C)C=O (DMF), CN(C)C=O (DMF). Reactants: F[B-](F)(F)F.O=C1N(C=CC=C1)OC(=[N+](C)C)N(C)C (O-(1,2-dihydro-2-oxo-1-pyridyl)-N,N,N′,N′-tetramethyluronium-tetrafluroborate), NCC1=CC=C(C=C1)C1=CC2=C(N=CN=C2N[C@H](C)C2=CC=CC=C2)N1 ([6-(4-aminomethyl-phenyl)-7H-pyrrolo[2,3-d]pyrimidin-4-yl]-((R)-1-phenyl-ethyl)-amine), N1(CCCCC1)CCC(=O)O (3-piperidin-1-yl-propionic acid), C(C)(C)N(C(C)C)CC (N,N-diisopropylethylamine). Reported procedure: A mixture of 2-((6-chloro-1-trityl-1H-pyrazolo[4,3-c]pyridin-3-yl)oxy)ethanol (58B, 500 mg, 0.987 mmol) and copper(I) iodide (282 mg, 1.480 mmol) in acetonitrile (2861 μl) were degassed (evacuated and back filled w/Argon). 2,2-difluoro-2-(fluorosulfonyl)acetic acid (153 μl, 1.480 mmol) was added, degassed, and heated at 80° C. for 30 min. Reaction was quenched with water (1 mL), diluted with EtOAc and filtered through a celite pug. The solution was concentrated in vacuo on silica. Material was p... The product is ClC1=CC2=C(C=N1)C(=NN2C(C2=CC=CC=C2)(C2=CC=CC=C2)C2=CC=CC=C2)OCCOC(F)F (6-chloro-3-(2-(difluoromethoxy)ethoxy)-1-trityl-1H-pyrazolo[4,3-c]pyridine). Run at temperature 80 celsius. The reactants are ClC1=CC2=C(C=N1)C(=NN2C(C2=CC=CC=C2)(C2=CC=CC=C2)C2=CC=CC=C2)OCCO (2-((6-chloro-1-trityl-1H-pyrazolo[4,3-c]pyridin-3-yl)oxy)ethanol), FC(C(=O)O)(S(=O)(=O)F)F (2,2-difluoro-2-(fluorosulfonyl)acetic acid). Yield: 55.4%. The solvent is C(C)#N (acetonitrile). Reaction SMILES: [Cl:1][C:2]1[N:7]=[CH:6][C:5]2[C:8]([O:30][CH2:31][CH2:32][OH:33])=[N:9][N:10]([C:11]([C:24]3[CH:29]=[CH:28][CH:27]=[CH:26][CH:25]=3)([C:18]3[CH:23]=[CH:22][CH:21]=[CH:20][CH:19]=3)[C:12]3[CH:17]=[CH:16][CH:15]=[CH:14][CH:13]=3)[C:4]=2[CH:3]=1.[F:34][C:35]([F:43])(S(F)(=O)=O)C(O)=O>C(#N)C.[Cu]I>[Cl:1][C:2]1[N:7]=[CH:6][C:5]2[C:8]([O:30][CH2:31][CH2:32][O:33][CH:35]([F:43])[F:34])=[N:9][N:10]([C:11]([C:18]3[CH:23]=[CH:22][CH:21]=[CH:20][CH:19]=3)([C:24]3[CH:25]=[CH:26][CH:27]=[CH:28][CH:29]=3)[C:12]3[CH:13]=[CH:14][CH:15]=[CH:16][CH:17]=3)[C:4]=2[CH:3]=1. Reagents/catalysts: [Cu]I (copper(I) iodide). Starting materials: COc1c(C#N)cc(C(=O)O)cc1C1CCC1, Cc1ccccc1, CN(C)C=O, O=S(Cl)Cl. Yields the product COc1c(C#N)cc(C(=O)Cl)cc1C1CCC1. As a reaction SMILES: [C:1](#[N:2])[c:3]1[cH:4][c:5]([C:6](=[O:7])[OH:8])[cH:9][c:10]([CH:14]2[CH2:15][CH2:16][CH2:17]2)[c:11]1[O:12][CH3:13].[CH3:18][c:19]1[cH:20][cH:21][cH:22][cH:23][cH:24]1.[CH3:29][N:30]([CH3:31])[CH:32]=[O:33].[S:25]([Cl:26])([Cl:27])=[O:28]>>[C:1](#[N:2])[c:3]1[cH:4][c:5]([C:6](=[O:7])[Cl:27])[cH:9][c:10]([CH:14]2[CH2:15][CH2:16][CH2:17]2)[c:11]1[O:12][CH3:13].